Dataset: the Open Reaction Database (ORD), a public repository of structured organic reaction records. Task: describe an organic reaction: reactants, conditions, products, and yield Starting materials: [OH-].[Na+] (sodium hydroxide), N1CCC[C@@H]2CCCC[C@@H]12 (trans-decahydroquinoline), C1=CC=CC=C1 (benzene), C(C=C)OC(=S)Cl (chlorothioformic acid allyl ester). The solvent is O (water). Conditions: time 3 hour. Product: C(C=C)C(=S)N1CCC[C@@H]2CCCC[C@@H]12 (1-(allylthiocarbonyl)-trans-decahydroquinoline). Yield: 70.0%. Reaction SMILES: [NH:1]1[C@H:10]2[C@@H:5]([CH2:6][CH2:7][CH2:8][CH2:9]2)[CH2:4][CH2:3][CH2:2]1.[OH-].[Na+].C(OC(Cl)=[S:18])C=C.[CH:20]1[CH:25]=CC=[CH:22][CH:21]=1>O>[CH2:20]([C:25]([N:1]1[C@H:10]2[C@@H:5]([CH2:6][CH2:7][CH2:8][CH2:9]2)[CH2:4][CH2:3][CH2:2]1)=[S:18])[CH:21]=[CH2:22] |f:1.2|. Procedure details: Beneath a solution of 20 g of trans-decahydroquinoline in 100 ml of benzene is introduced a layer consisting of a solution of 5.8 g of sodium hydroxide in 100 ml of water. While stiring vigorously and cooling to 5°-10°C, 20 g of chlorothioformic acid allyl ester are then added dropwise to the mixture. Upon completion of the reaction, stirring is continued for 3 hours, the phases are separated, the benzene phase is washed until neutral, dried, and the benzene evaporated in vacuo. The residual oil... The reactants are CCO, O=[N+]([O-])c1cccc(NCCCN2CCOCC2)c1, O. Product: Nc1cccc(NCCCN2CCOCC2)c1. RXN SMILES: [CH3:20][CH2:21][OH:22].[O:1]1[CH2:2][CH2:3][N:4]([CH2:7][CH2:8][CH2:9][NH:10][c:11]2[cH:12][c:13]([N+:17]([O-:18])=[O:19])[cH:14][cH:15][cH:16]2)[CH2:5][CH2:6]1.[OH2:23]>>[O:1]1[CH2:2][CH2:3][N:4]([CH2:7][CH2:8][CH2:9][NH:10][c:11]2[cH:12][c:13]([NH2:17])[cH:14][cH:15][cH:16]2)[CH2:5][CH2:6]1. The reactants are COc1ccc(CCN)cc1OC, CC(=O)OC(C)=O, Cl, O, c1ccncc1. Yields the product COc1ccc(CCNC(C)=O)cc1OC. RXN SMILES: [CH2:1]([CH2:2][c:3]1[cH:4][c:5]([O:6][CH3:7])[c:8]([O:9][CH3:10])[cH:11][cH:12]1)[NH2:13].[CH3:14][C:15](=[O:16])[O:17][C:18](=[O:19])[CH3:20].[ClH:22].[OH2:21].[cH:23]1[cH:24][cH:25][n:26][cH:27][cH:28]1>>[CH2:1]([CH2:2][c:3]1[cH:4][c:5]([O:6][CH3:7])[c:8]([O:9][CH3:10])[cH:11][cH:12]1)[NH:13][C:15]([CH3:14])=[O:16]. Yields the product CS(=O)(=O)c1ccccc1S(=O)(=O)Nc1ccc2[nH]nc(I)c2c1. RXN SMILES: [CH3:12][S:13](=[O:14])(=[O:15])[c:16]1[c:17]([S:22](=[O:23])(=[O:24])[Cl:25])[cH:18][cH:19][cH:20][cH:21]1.[NH2:1][c:2]1[cH:3][c:4]2[c:5]([I:11])[n:6][nH:7][c:8]2[cH:9][cH:10]1.[cH:26]1[cH:27][cH:28][n:29][cH:30][cH:31]1>>[NH:1]([c:2]1[cH:3][c:4]2[c:5]([I:11])[n:6][nH:7][c:8]2[cH:9][cH:10]1)[S:22]([c:17]1[c:16]([S:13]([CH3:12])(=[O:14])=[O:15])[cH:21][cH:20][cH:19][cH:18]1)(=[O:23])=[O:24]. The reactants are CS(=O)(=O)c1ccccc1S(=O)(=O)Cl, Nc1ccc2[nH]nc(I)c2c1, c1ccncc1. The reactants are COc1cccc2c1NC(=O)N(C1CCN(Cc3ccccc3)CC1)C2, CO. The product is COc1cccc2c1NC(=O)N(C1CCNCC1)C2. As a reaction SMILES: [CH2:1]([c:2]1[cH:3][cH:4][cH:5][cH:6][cH:7]1)[N:8]1[CH2:9][CH2:10][CH:11]([N:14]2[C:15](=[O:26])[NH:16][c:17]3[c:18]([O:24][CH3:25])[cH:19][cH:20][cH:21][c:22]3[CH2:23]2)[CH2:12][CH2:13]1.[CH3:27][OH:28]>>[NH:8]1[CH2:9][CH2:10][CH:11]([N:14]2[C:15](=[O:26])[NH:16][c:17]3[c:18]([O:24][CH3:25])[cH:19][cH:20][cH:21][c:22]3[CH2:23]2)[CH2:12][CH2:13]1. Starting materials: CCOC(C)=O, CC(Oc1ccc2c(n1)OCCN(C(=O)OC(C)(C)C)C2)C(C)(C)C, Cl. RXN SMILES: [C:26]([O:27][CH2:28][CH3:29])(=[O:30])[CH3:31].[CH3:1][CH:2]([C:3]([CH3:4])([CH3:5])[CH3:6])[O:7][c:8]1[cH:9][cH:10][c:11]2[c:17]([n:18]1)[O:16][CH2:15][CH2:14][N:13]([C:19]([O:20][C:21]([CH3:22])([CH3:23])[CH3:24])=[O:25])[CH2:12]2.[ClH:32]>>[CH3:1][CH:2]([C:3]([CH3:4])([CH3:5])[CH3:6])[O:7][c:8]1[cH:9][cH:10][c:11]2[c:17]([n:18]1)[O:16][CH2:15][CH2:14][NH:13][CH2:12]2.[ClH:32]. Product: CC(Oc1ccc2c(n1)OCCNC2)C(C)(C)C, Cl. The reactants are NC1=CC(=NN1C=1C=C(C=CC1)CC(=O)OCC)C=1SC=CC1 (ethyl 2-(3-(5-amino-3-(thiophen-2-yl)-1H-pyrazol-1-yl)phenyl)acetate), NC1=CC(=NN1C=1C=C(C=CC1)C(C(=O)OCC)C)C=1SC=CC1 (ethyl 2-(3-(5-amino-3-(thiophen-2-yl)-1H-pyrazol-1-yl)phenyl)propanoate), ClC1=C(C=CC=C1Cl)N=C=O (2,3-dichlorophenyl isocyanate). Product: ClC1=C(C=CC=C1Cl)NC(NC1=CC(=NN1C=1C=C(C=CC1)C(C(=O)O)C)C=1SC=CC1)=O (2-(3-(5-(3-(2,3-dichlorophenyl)ureido)-3-(thiophen-2-yl)-1H-pyrazol-1-yl)phenyl)propanoic acid). Reaction SMILES: NC1N(C2C=C(CC(OCC)=O)C=CC=2)N=C(C2SC=CC=2)C=1.[NH2:24][C:25]1[N:29]([C:30]2[CH:31]=[C:32]([CH:36]([CH3:42])[C:37]([O:39]CC)=[O:38])[CH:33]=[CH:34][CH:35]=2)[N:28]=[C:27]([C:43]2[S:44][CH:45]=[CH:46][CH:47]=2)[CH:26]=1.[Cl:48][C:49]1[C:54]([Cl:55])=[CH:53][CH:52]=[CH:51][C:50]=1[N:56]=[C:57]=[O:58]>>[Cl:48][C:49]1[C:54]([Cl:55])=[CH:53][CH:52]=[CH:51][C:50]=1[NH:56][C:57](=[O:58])[NH:24][C:25]1[N:29]([C:30]2[CH:31]=[C:32]([CH:36]([CH3:42])[C:37]([OH:39])=[O:38])[CH:33]=[CH:34][CH:35]=2)[N:28]=[C:27]([C:43]2[S:44][CH:45]=[CH:46][CH:47]=2)[CH:26]=1. Reported procedure: Using the same general approach as for Example 524, ethyl 2-(3-(5-amino-3-(thiophen-2-yl)-1H-pyrazol-1-yl)phenyl)acetate (0.202 g, 0.403 mmol, 1.00 eq) was transformed to ethyl 2-(3-(5-amino-3-(thiophen-2-yl)-1H-pyrazol-1-yl)phenyl)propanoate. This, in turn, was combined with 2,3-dichlorophenyl isocyanate, according to general method A, to afford 2-(3-(5-(3-(2,3-dichlorophenyl)ureido)-3-(thiophen-2-yl)-1H-pyrazol-1-yl)phenyl)propanoic acid. Using general method J, this product was combined with ...